describe an organic reaction: reactants, conditions, products, and yield From a dataset of the Open Reaction Database (ORD), a public repository of structured organic reaction records. Reactants: C(#N)C1=CC(=C2C(=N1)N(C(=N2)CC)CC2=CC=C(C=C2)C2=C(C=CC=C2)C2=NN=NN2)C (5-Cyano-2-ethyl-7-methyl-3-(2'-(tetrazol-5-yl)biphen-4-yl)methyl-3H-imidazo[4,5-b]pyridine), C[Mg]Br (methylmagnesium bromide), CC(=O)O (HOAc). Run in C1CCOC1 (THF). Conditions: temperature 50 celsius, time 6 hour. Product: C(C)(=O)C1=CC(=C2C(=N1)N(C(=N2)CC)CC2=CC=C(C=C2)C2=C(C=CC=C2)C2=NN=NN2)C (5-Acetyl-2-ethyl-7-methyl-3-(2'-(tetrazol-5-yl)biphen-4-yl)methyl-3H-imidazo[4,5-b]pyridine). Reaction SMILES: C(C1[N:8]=[C:7]2[N:9]([CH2:14][C:15]3[CH:20]=[CH:19][C:18]([C:21]4[CH:26]=[CH:25][CH:24]=[CH:23][C:22]=4[C:27]4[NH:31][N:30]=[N:29][N:28]=4)=[CH:17][CH:16]=3)[C:10]([CH2:12][CH3:13])=[N:11][C:6]2=[C:5]([CH3:32])[CH:4]=1)#N.[CH3:33][Mg]Br.[CH3:36][C:37]([OH:39])=O>C1COCC1>[C:37]([C:36]1[N:8]=[C:7]2[N:9]([CH2:14][C:15]3[CH:20]=[CH:19][C:18]([C:21]4[CH:26]=[CH:25][CH:24]=[CH:23][C:22]=4[C:27]4[NH:31][N:30]=[N:29][N:28]=4)=[CH:17][CH:16]=3)[C:10]([CH2:12][CH3:13])=[N:11][C:6]2=[C:5]([CH3:32])[CH:4]=1)(=[O:39])[CH3:33]. Procedure details: To 5-Cyano-2-ethyl-7-methyl-3-(2'-(tetrazol-5-yl)biphen-4-yl)methyl-3H-imidazo[4,5-b]pyridine (137 mg) at 0° C. in THF (5 mL) was added methylmagnesium bromide (0.70 mL, 3M/ether). After stirring for 6 hour, 10% aqueous HOAc was added, the mixture was heated to 50° C. for 10 minutes then extracted with EtOAc. Purification (SiO2, 93/3/4 CH2Cl2 /MeOH/HOAc) gave 40 mg of the title compound. Reactants: COC(=O)COc1ccc(NC(=O)OCCO)cc1, COC(=O)COc1ccc(N=C=O)cc1, Cc1ccccc1. Yields the product COC(=O)COc1ccc(NC(=O)OCCOC(=O)Nc2ccc(OCC(=O)OC)cc2)cc1. Reaction SMILES: [CH3:1][O:2][C:3]([CH2:4][O:5][c:6]1[cH:7][cH:8][c:9]([NH:12][C:13](=[O:14])[O:15][CH2:16][CH2:17][OH:18])[cH:10][cH:11]1)=[O:19].[CH3:20][O:21][C:22]([CH2:23][O:24][c:25]1[cH:26][cH:27][c:28]([N:31]=[C:32]=[O:33])[cH:29][cH:30]1)=[O:34].[CH3:35][c:36]1[cH:37][cH:38][cH:39][cH:40][cH:41]1>>[CH3:1][O:2][C:3]([CH2:4][O:5][c:6]1[cH:7][cH:8][c:9]([NH:12][C:13](=[O:14])[O:15][CH2:16][CH2:17][O:18][C:32]([NH:31][c:28]2[cH:27][cH:26][c:25]([O:24][CH2:23][C:22]([O:21][CH3:20])=[O:34])[cH:30][cH:29]2)=[O:33])[cH:10][cH:11]1)=[O:19]. Starting materials: CCOC(=O)C=CCOCC1CC(OS(C)(=O)=O)CN1C(=O)OCc1ccccc1, CC(C)C[Al+]CC(C)C, Cc1ccccc1, Cl, [H-], C1CCOC1. Product: CS(=O)(=O)OC1CC(COCC=CCO)N(C(=O)OCc2ccccc2)C1. Reaction SMILES: [CH2:1]([c:2]1[cH:3][cH:4][cH:5][cH:6][cH:7]1)[O:8][C:9](=[O:10])[N:11]1[CH:12]([CH2:21][O:22][CH2:23][CH:24]=[CH:25][C:26](=[O:27])[O:28][CH2:29][CH3:30])[CH2:13][CH:14]([O:16][S:17](=[O:18])(=[O:19])[CH3:20])[CH2:15]1.[CH2:32]([Al+:33][CH2:34][CH:35]([CH3:36])[CH3:37])[CH:38]([CH3:39])[CH3:40].[CH3:47][c:48]1[cH:49][cH:50][cH:51][cH:52][cH:53]1.[ClH:41].[H-:31].[O:42]1[CH2:43][CH2:44][CH2:45][CH2:46]1>>[CH2:1]([c:2]1[cH:3][cH:4][cH:5][cH:6][cH:7]1)[O:8][C:9](=[O:10])[N:11]1[CH:12]([CH2:21][O:22][CH2:23][CH:24]=[CH:25][CH2:26][OH:27])[CH2:13][CH:14]([O:16][S:17](=[O:18])(=[O:19])[CH3:20])[CH2:15]1. The reactants are CN(C)C=O, CCOC(C)=O, O=c1cnc2ccc(Cl)nc2n1CC1OCCO1, Cl, [H-], [Na+], O, c1nc[nH]n1. Product: O=c1cnc2ccc(-n3cncn3)nc2n1CC1OCCO1. Reaction SMILES: [CH3:27][N:28]([CH3:29])[CH:30]=[O:31].[CH3:33][CH2:34][O:35][C:36](=[O:37])[CH3:38].[Cl:1][c:2]1[cH:3][cH:4][c:5]2[c:6]([n:7]([CH2:12][CH:13]3[O:14][CH2:15][CH2:16][O:17]3)[c:8](=[O:11])[cH:9][n:10]2)[n:18]1.[ClH:26].[H-:24].[Na+:25].[OH2:32].[nH:19]1[n:20][cH:21][n:22][cH:23]1>>[c:2]1(-[n:19]2[n:20][cH:21][n:22][cH:23]2)[cH:3][cH:4][c:5]2[c:6]([n:7]([CH2:12][CH:13]3[O:14][CH2:15][CH2:16][O:17]3)[c:8](=[O:11])[cH:9][n:10]2)[n:18]1. The reactants are S(=O)(Cl)Cl (thionyl chloride), CO (methanol), C(O)([O-])=O.[Na+] (sodium hydrogen carbonate), N1=C(C=NC=C1)C(=O)O (pyrazinecarboxylic acid). Run in O (water). Conditions: temperature 61 celsius. Yields the product N1=C(C=NC=C1)C(=O)OC (Methyl pyrazinecarboxylate). Yield: 74.6%. RXN SMILES: S(Cl)(Cl)=O.CO.[N:7]1[CH:12]=[CH:11][N:10]=[CH:9][C:8]=1[C:13]([OH:15])=[O:14].[C:16](=O)([O-])O.[Na+]>O>[N:7]1[CH:12]=[CH:11][N:10]=[CH:9][C:8]=1[C:13]([O:15][CH3:16])=[O:14] |f:3.4|. Reported procedure: 106.6 g of thionyl chloride was added dropwise over 1 hour to 1200 ml of methanol under argon at 4° to 6° C. 100.1 g of pyrazinecarboxylic acid was added at 9° C. and the mixture was heated at 61° C. for 2 hours, the acid passing completely into solution. After cooling to room temperature, a solution of 145 g of sodium hydrogen carbonate in 1.4 l of water was added slowly. The methanol was distilled off on a rotary evaporator at a bath temperature of 45° C. and at 50 to 120 mbar and the residue ... Reactants: O=C([O-])[O-], CN(C)C=O, COc1cc(CCl)ccc1OCc1nc(-c2ccccc2)oc1C, [K+], [K+], O, CCOC(=O)c1cn(Cc2ccc(Oc3ccccc3)cc2)nc1O. Yields the product CCOC(=O)c1cn(Cc2ccc(Oc3ccccc3)cc2)nc1OCc1ccc(OCc2nc(-c3ccccc3)oc2C)c(OC)c1. RXN SMILES: [C:50](=[O:51])([O-:52])[O-:53].[CH3:56][N:57]([CH3:58])[CH:59]=[O:60].[Cl:26][CH2:27][c:28]1[cH:29][c:30]([O:48][CH3:49])[c:31]([O:32][CH2:33][c:34]2[n:35][c:36](-[c:40]3[cH:41][cH:42][cH:43][cH:44][cH:45]3)[o:37][c:38]2[CH3:39])[cH:46][cH:47]1.[K+:54].[K+:55].[OH2:61].[OH:1][c:2]1[n:3][n:4]([CH2:12][c:13]2[cH:14][cH:15][c:16]([O:19][c:20]3[cH:21][cH:22][cH:23][cH:24][cH:25]3)[cH:17][cH:18]2)[cH:5][c:6]1[C:7](=[O:8])[O:9][CH2:10][CH3:11]>>[O:1]([c:2]1[n:3][n:4]([CH2:12][c:13]2[cH:14][cH:15][c:16]([O:19][c:20]3[cH:21][cH:22][cH:23][cH:24][cH:25]3)[cH:17][cH:18]2)[cH:5][c:6]1[C:7](=[O:8])[O:9][CH2:10][CH3:11])[CH2:27][c:28]1[cH:29][c:30]([O:48][CH3:49])[c:31]([O:32][CH2:33][c:34]2[n:35][c:36](-[c:40]3[cH:41][cH:42][cH:43][cH:44][cH:45]3)[o:37][c:38]2[CH3:39])[cH:46][cH:47]1.